Dataset: the Open Reaction Database (ORD), a public repository of structured organic reaction records. Task: describe an organic reaction: reactants, conditions, products, and yield Starting materials: ClCc1nc(Cl)c2ccccc2n1, NN, C1CCOC1, O. Yields the product NNc1nc(CCl)nc2ccccc12. As a reaction SMILES: [Cl:1][c:2]1[n:3][c:4]([CH2:12][Cl:13])[n:5][c:6]2[cH:7][cH:8][cH:9][cH:10][c:11]12.[NH2:15][NH2:16].[O:17]1[CH2:18][CH2:19][CH2:20][CH2:21]1.[OH2:14]>>[c:2]1([NH:15][NH2:16])[n:3][c:4]([CH2:12][Cl:13])[n:5][c:6]2[cH:7][cH:8][cH:9][cH:10][c:11]12.